Dataset: the Open Reaction Database (ORD), a public repository of structured organic reaction records. Task: describe an organic reaction: reactants, conditions, products, and yield Starting materials: C(C)(C)(C)OC(=O)N1CC(C=2C3=C(C(=CC12)[N+](=O)[O-])C=CC=C3)CCl (3-(tert-butyloxycarbonyl)-1-chloromethyl-5-nitro-1,2-dihydro-3H-benz[e]indole), C(CCC)(=O)NC=1C=C(N(C1)C)/C=C/C(=O)O ((E)-4-butyrylamino-1-methyl-2-pyrroleacrylic acid), CCN=C=NCCCN(C)C.Cl (EDCI.HCl). The solvent is CC(=O)N(C)C (DMA). Product: C(CCC)(=O)NC=1C=C(N(C1)C)/C=C/C(=O)N1CC(C=2C3=C(C(=CC12)[N+](=O)[O-])C=CC=C3)CCl (3-[(E)-4-(butyrylamino)-1-methyl-2-pyrroleacryloyl]-1-(chloromethyl)-5-nitro-1,2-dihydro-3H-benz[e]indole). Yield: 61.6%. RXN SMILES: C(O[C:6]([N:8]1[C:16]2[CH:15]=[C:14]([N+:17]([O-:19])=[O:18])[C:13]3[CH:20]=[CH:21][CH:22]=[CH:23][C:12]=3[C:11]=2[CH:10]([CH2:24][Cl:25])[CH2:9]1)=[O:7])(C)(C)C.[C:26]([NH:31][C:32]1[CH:33]=[C:34](/[CH:38]=[CH:39]/C(O)=O)[N:35]([CH3:37])[CH:36]=1)(=[O:30])[CH2:27][CH2:28][CH3:29].CCN=C=NCCCN(C)C.Cl>CC(N(C)C)=O>[C:26]([NH:31][C:32]1[CH:33]=[C:34](/[CH:38]=[CH:39]/[C:6]([N:8]2[C:16]3[CH:15]=[C:14]([N+:17]([O-:19])=[O:18])[C:13]4[CH:20]=[CH:21][CH:22]=[CH:23][C:12]=4[C:11]=3[CH:10]([CH2:24][Cl:25])[CH2:9]2)=[O:7])[N:35]([CH3:37])[CH:36]=1)(=[O:30])[CH2:27][CH2:28][CH3:29] |f:2.3|. Procedure details: Deprotection of 13 (300 mg, 0.83 mmol) as in Example C above and reaction with (E)-4-butyrylamino-1-methyl-2-pyrroleacrylic acid (197 mg, 0.83 mmol), EDCI.HCl (397 mg, 2.07 mmol) and DMA gave a product that was chromatographed on silica gel. Elution with CH2Cl2 /EtOAc (1:1), followed by crystallisation from CH2Cl2 /iPr2O gave 14i (246 mg, 62%), mp 216° C. 1H NMR [(CD3)2SO] δ 9.79 (S, 1 H, NH), 9.22 (s, 1 H, H-4), 8.32 (d, J=8.7 Hz, 1 H, H-6), 8.17 (d, J=8.1 Hz, 1 H, H-9), 7.76-7.65 (m, 2 H, H-7,... The reactants are CCN=C=NCCCN(C)C.Cl (EDCI.HCl), CN1CCOCC1 (NMM), N([C@@H](CC(C)C)C(=O)N[C@H](CC1=CN(C2=CC=CC=C12)C(=O)OC)C(=O)O)C(=O)OC(C)(C)C (Boc-Leu-DTrp(COOMe)-OH), N[C@H](CCCC)C(=O)OCC1=CC=CC=C1 (H-DNle-OBzl), C=1C=CC2=C(C1)N=NN2O (HOBT), CC=1C=CC(=CC1)S(=O)(=O)O (TsOH). The solvent is ClCCl (dichloromethane), ClCCl (dichloromethane), O (H2O). Conditions: time 2 hour. Product: N([C@@H](CC(C)C)C(=O)N[C@H](CC1=CN(C2=CC=CC=C12)C(=O)OC)C(=O)N[C@H](CCCC)C(=O)OCC1=CC=CC=C1)C(=O)OC(C)(C)C (Boc-Leu-DTrp(COOMe)-DNle-OBzl). RXN SMILES: [NH:1]([C:28]([O:30][C:31]([CH3:34])([CH3:33])[CH3:32])=[O:29])[C@H:2]([C:7]([NH:9][C@@H:10]([C:25](O)=[O:26])[CH2:11][C:12]1[C:20]2[C:15](=[CH:16][CH:17]=[CH:18][CH:19]=2)[N:14]([C:21]([O:23][CH3:24])=[O:22])[CH:13]=1)=[O:8])[CH2:3][CH:4]([CH3:6])[CH3:5].[NH2:35][C@@H:36]([C:41]([O:43][CH2:44][C:45]1[CH:50]=[CH:49][CH:48]=[CH:47][CH:46]=1)=[O:42])[CH2:37][CH2:38][CH2:39][CH3:40].CC1C=CC(S(O)(=O)=O)=CC=1.CN1CCOCC1.C1C=CC2N(O)N=NC=2C=1.CCN=C=NCCCN(C)C.Cl>ClCCl.O>[NH:1]([C:28]([O:30][C:31]([CH3:33])([CH3:32])[CH3:34])=[O:29])[C@H:2]([C:7]([NH:9][C@@H:10]([C:25]([NH:35][C@@H:36]([C:41]([O:43][CH2:44][C:45]1[CH:50]=[CH:49][CH:48]=[CH:47][CH:46]=1)=[O:42])[CH2:37][CH2:38][CH2:39][CH3:40])=[O:26])[CH2:11][C:12]1[C:20]2[C:15](=[CH:16][CH:17]=[CH:18][CH:19]=2)[N:14]([C:21]([O:23][CH3:24])=[O:22])[CH:13]=1)=[O:8])[CH2:3][CH:4]([CH3:6])[CH3:5] |f:5.6|. Procedure details: To a mixture of Boc-Leu-DTrp(COOMe)-OH (50 mg), H-DNle-OBzl.TsOH (46 mg), NMM (13 μl) and HOBT.H2O (16 mg) in dichloromethane (1 ml) was added EDCI.HCl (22 mg) under ice cooling. After being stirred at room temperature for 2 h, the mixture was diluted with dichloromethane, washed with water, 10% aq. citric acid, sat. aq. NaHCO3 and brine successively, dried over MgSO4 and evaporated in vacuo. The residue was purified by preparative TLC (Merck, Kieselgel 60 F254) with chloroform/methanol/acetic a... Starting materials: O=C([O-])[O-], COS(=O)(=O)OC, CC(C)=O, [K+], [K+], COC(=O)c1sc(C(=O)OC)c(O)c1C. Yields the product COC(=O)c1sc(C(=O)OC)c(OC)c1C. RXN SMILES: [C:16](=[O:17])([O-:18])[O-:19].[CH3:22][O:23][S:24]([O:25][CH3:26])(=[O:27])=[O:28].[CH3:29][C:30](=[O:31])[CH3:32].[K+:20].[K+:21].[OH:1][c:2]1[c:3]([CH3:15])[c:4]([C:11](=[O:12])[O:13][CH3:14])[s:5][c:6]1[C:7](=[O:8])[O:9][CH3:10]>>[O:1]([c:2]1[c:3]([CH3:15])[c:4]([C:11](=[O:12])[O:13][CH3:14])[s:5][c:6]1[C:7](=[O:8])[O:9][CH3:10])[CH3:16]. The reactants are CC(CC(=O)NC=1C(=C(C2=C(C(CO2)C2=CC=C(C=C2)/C=C/C(=O)[O-])C1C)C)C)(C)C ((2E)-3-(4-(5-((3,3-dimethylbutanoyl)amino)-4,6,7-trimethyl-2,3-dihydro-1-benzofuran-3-yl)phenyl)acrylate), C(C)(=O)OCC.CCCCCC (ethyl acetate hexane). Product: CC(CC(=O)NC=1C(=C(C2=C(C(CO2)C2=CC=C(C=C2)CCC(=O)OCC)C1C)C)C)(C)C (Ethyl 3-(4-(5-((3,3-dimethylbutanoyl)amino)-4,6,7-trimethyl-2,3-dihydro-1-benzofuran-3-yl)phenyl)propanoate). Yield: 84.0%. As a reaction SMILES: [CH3:1][C:2]([CH3:31])([CH3:30])[CH2:3][C:4]([NH:6][C:7]1[C:8]([CH3:29])=[C:9]([CH3:28])[C:10]2[O:14][CH2:13][CH:12]([C:15]3[CH:20]=[CH:19][C:18](/[CH:21]=[CH:22]/[C:23]([O-:25])=[O:24])=[CH:17][CH:16]=3)[C:11]=2[C:26]=1[CH3:27])=[O:5].[C:32](OCC)(=O)[CH3:33].CCCCCC>>[CH3:1][C:2]([CH3:31])([CH3:30])[CH2:3][C:4]([NH:6][C:7]1[C:8]([CH3:29])=[C:9]([CH3:28])[C:10]2[O:14][CH2:13][CH:12]([C:15]3[CH:20]=[CH:19][C:18]([CH2:21][CH2:22][C:23]([O:25][CH2:32][CH3:33])=[O:24])=[CH:17][CH:16]=3)[C:11]=2[C:26]=1[CH3:27])=[O:5] |f:1.2|. Procedure: Using (2E)-3-(4-(5-((3,3-dimethylbutanoyl)amino)-4,6,7-trimethyl-2,3-dihydro-1-benzofuran-3-yl)phenyl)acrylate obtained in Example 178, the title compound was synthesized in the same manner as in Example 180. Yield: 84%. Melting point: 103-105° C. (ethyl acetate-hexane).